The task is: describe an organic reaction: reactants, conditions, products, and yield. This data is from the Open Reaction Database (ORD), a public repository of structured organic reaction records. Reactants: C(C)(C)(C)OC(=O)N1CCC2(C(N(CN2CC2CCCCC2)CC(=O)OC)=O)CC1 (methyl 8-(t-butoxycarbonyl)-1-cyclohexylmethyl-4-keto-1,3,8-triazaspiro [4.5]decan-3-acetate), C([O-])([O-])=O (carbonate), CO (methanol). Solvent: O (water). Yields the product C(C)(C)(C)OC(=O)N1CCC2(C(N(CN2CC2CCCCC2)CC(=O)O)=O)CC1 (8-(t-Butoxycarbonyl)-1-cyclohexylmethyl-4-keto-1,3,8-triazaspiro[4,5]decan-3-acetic Acid). Yield: 71.1%. As a reaction SMILES: [C:1]([O:5][C:6]([N:8]1[CH2:30][CH2:29][C:11]2([N:15]([CH2:16][CH:17]3[CH2:22][CH2:21][CH2:20][CH2:19][CH2:18]3)[CH2:14][N:13]([CH2:23][C:24]([O:26]C)=[O:25])[C:12]2=[O:28])[CH2:10][CH2:9]1)=[O:7])([CH3:4])([CH3:3])[CH3:2].C(=O)([O-])[O-].CO>O>[C:1]([O:5][C:6]([N:8]1[CH2:9][CH2:10][C:11]2([N:15]([CH2:16][CH:17]3[CH2:18][CH2:19][CH2:20][CH2:21][CH2:22]3)[CH2:14][N:13]([CH2:23][C:24]([OH:26])=[O:25])[C:12]2=[O:28])[CH2:29][CH2:30]1)=[O:7])([CH3:4])([CH3:2])[CH3:3]. Reported procedure: A stirred mixture of 4 g (9.45 mmol) of methyl 8-(t-butoxycarbonyl)-1-cyclohexylmethyl-4-keto-1,3,8-triazaspiro [4.5]decan-3-acetate, 4 g (72 mmol) carbonate 60 ml of methanol and 40 ml of water was heated at reflux for 3 hours. The resulting solution was concentrated to about one-half of its original volume and then it was carefully acidified with 2N HCl at 0° C. The resulting mixture was extracted with ethyl acetate. After the extracts were dried over magnesium sulfate, they were concentrated.... Starting materials: FC(C(=O)[O-])(F)F.N[C@H]1[C@H]2SCC(=C(N2C1=O)C(=O)O)/C=C\1/C(N(CC1)CC1=CC=[N+](C=C1)CC(NC1=CC(=C(C=C1)O)F)=O)=O ((E)-(6R,7R)-7-amino-3-[1-[1-[(3-fluoro-4-hydroxy-phenylcarbamoyl)-methyl]-pyridin-1-ium-4-ylmethyl]-2-oxo-pyrrolidin-3-ylidenemethyl]-8-oxo-5-thia-1-aza-bicyclo[4.2.0]oct-2-ene-2-carboxylate trifluoroacetate), C[Si](C)(C)N=C(C(F)(F)F)O[Si](C)(C)C (N,O-bis-(trimethylsilyl)-trifluoroacetamide), BrCC(=O)Br (bromoacetyl bromide), solution, O (water). Solvent: ClCCl (dichloromethane), C(C)OCC (diethyl ether). Conditions: time 3 hour. Yields the product BrCC(=O)N[C@H]1[C@H]2SCC(=C(N2C1=O)C(=O)[O-])/C=C\1/C(N(CC1)CC1=CC=[N+](C=C1)CC(NC1=CC(=C(C=C1)O)F)=O)=O ((E)-(6R,7R)-7-(2-Bromo-acetylamino)-3-(1-[1-[(3-fluoro-4-hydroxy-phenyl-carbamoyl)-methyl]-pyridin-1-ium-4-ylmethyl]-2-oxo-pyrrolidin-3-ylidene-methyl)-8-oxo-5-thia-1-aza-bicyclo[4.2.0]oct-2-ene-2-carboxylate). RXN SMILES: FC(F)(F)C([O-])=O.[NH2:8][C@@H:9]1[C:16](=[O:17])[N:15]2[C@@H:10]1[S:11][CH2:12][C:13](/[CH:21]=[C:22]1/[C:23](=[O:46])[N:24]([CH2:27][C:28]3[CH:33]=[CH:32][N+:31]([CH2:34][C:35](=[O:45])[NH:36][C:37]4[CH:42]=[CH:41][C:40]([OH:43])=[C:39]([F:44])[CH:38]=4)=[CH:30][CH:29]=3)[CH2:25][CH2:26]/1)=[C:14]2[C:18]([OH:20])=[O:19].C[Si](N=C(O[Si](C)(C)C)C(F)(F)F)(C)C.[Br:62][CH2:63][C:64](Br)=[O:65].O>ClCCl.C(OCC)C>[Br:62][CH2:63][C:64]([NH:8][C@@H:9]1[C:16](=[O:17])[N:15]2[C@@H:10]1[S:11][CH2:12][C:13](/[CH:21]=[C:22]1/[C:23](=[O:46])[N:24]([CH2:27][C:28]3[CH:29]=[CH:30][N+:31]([CH2:34][C:35](=[O:45])[NH:36][C:37]4[CH:42]=[CH:41][C:40]([OH:43])=[C:39]([F:44])[CH:38]=4)=[CH:32][CH:33]=3)[CH2:25][CH2:26]/1)=[C:14]2[C:18]([O-:20])=[O:19])=[O:65] |f:0.1|. Procedure details: To a suspension of 280.0 mg (0.42 mmol) (E)-(6R,7R)-7-amino-3-[1-[1-[(3-fluoro-4-hydroxy-phenylcarbamoyl)-methyl]-pyridin-1-ium-4-ylmethyl]-2-oxo-pyrrolidin-3-ylidenemethyl]-8-oxo-5-thia-1-aza-bicyclo[4.2.0]oct-2-ene-2-carboxylate trifluoroacetate in 4 ml dichloromethane were added 0.37 μl (1.40 mmol) N,O-bis-(trimethylsilyl)-trifluoroacetamide. After a clear solution had formed, 36.8 μl (0.42 mmol) bromoacetyl bromide were added and the reaction mixture was stirred for 3 h. To this solution 25.... The reactants are C(C)N(C1=C(C=CC(=C1)OC)C1CC=2C=CC(=CC2CC1)OC(C(C)(C)C)=O)C(C1=CC(=C(C=C1)O)F)=O (pivalic acid 6-{2-[ethyl(3-fluoro-4-hydroxybenzoyl)amino]-4-methoxyphenyl}-5,6,7,8-tetrahydronaphthalen-2-yl ester), ClCC(=O)N1CCCC1 (2-chloro-1-pyrrolidin-1-ylethanone). Product: C(C)N(C1=C(C=CC(=C1)OC)C1CC=2C=CC(=CC2CC1)O)CC1=CC(=C(C=C1)OCCN1CCCC1)F (6-{2-{Ethyl[3-fluoro-4-(2-pyrrolidin-1-ylethoxy)benzyl]amino}-4-methoxyphenyl}-5,6,7,8-tetrahydronaphthalen-2-ol). Isolated yield 92.2%. Reaction SMILES: [CH2:1]([N:3]([C:29](=O)[C:30]1[CH:35]=[CH:34][C:33]([OH:36])=[C:32]([F:37])[CH:31]=1)[C:4]1[CH:9]=[C:8]([O:10][CH3:11])[CH:7]=[CH:6][C:5]=1[CH:12]1[CH2:21][CH2:20][C:19]2[CH:18]=[C:17]([O:22]C(=O)C(C)(C)C)[CH:16]=[CH:15][C:14]=2[CH2:13]1)[CH3:2].Cl[CH2:40][C:41]([N:43]1[CH2:47][CH2:46][CH2:45][CH2:44]1)=O>>[CH2:1]([N:3]([CH2:29][C:30]1[CH:35]=[CH:34][C:33]([O:36][CH2:40][CH2:41][N:43]2[CH2:47][CH2:46][CH2:45][CH2:44]2)=[C:32]([F:37])[CH:31]=1)[C:4]1[CH:9]=[C:8]([O:10][CH3:11])[CH:7]=[CH:6][C:5]=1[CH:12]1[CH2:21][CH2:20][C:19]2[CH:18]=[C:17]([OH:22])[CH:16]=[CH:15][C:14]=2[CH2:13]1)[CH3:2]. Procedure: Synthesized from pivalic acid 6-{2-[ethyl(3-fluoro-4-hydroxybenzoyl)amino]-4-methoxyphenyl}-5,6,7,8-tetrahydronaphthalen-2-yl ester (25 mg) and 2-chloro-1-pyrrolidin-1-ylethanone (14 mg) according to an analogous synthetic method to Example 404 and purified by LC-MS, the title compound (23 mg) was obtained. Starting materials: FC1=CC(=C(C=O)C=C1)C(F)(F)F (4-fluoro-2-(trifluoromethyl)benzaldehyde), NC=1C=C2[C@H]3[C@@H](N4C2=C(C1)CSCC4)CCN(C3)C(=O)OC(C)(C)C (tert-butyl (7bR,11aS)-6-amino-1,2,7b,10,11,11a-hexahydro-4H-pyrido[4,3-b][1,4]thiazepino[6,5,4-hi]indole-9(8H)Carboxylate). Product: FC1=CC(=C(CC2CSCC=3C=C(C=C4C5C(N2C34)CCNC5)N)C=C1)C(F)(F)F (4-fluoro-2-(trifluoromethyl)benzyl-1,2,7b,8,9,10,11,11a-octahydro-4H-pyrido[4,3-b][1,4]thiazepino[6,5,4-hi]indol-6-amine). As a reaction SMILES: [F:1][C:2]1[CH:9]=[CH:8][C:5]([CH:6]=O)=[C:4]([C:10]([F:13])([F:12])[F:11])[CH:3]=1.[NH2:14][C:15]1[CH:16]=[C:17]2[C:21]3=[C:22]([CH2:24][S:25][CH2:26][CH2:27][N:20]3[C@H:19]3[CH2:28][CH2:29][N:30](C(OC(C)(C)C)=O)[CH2:31][C@@H:18]23)[CH:23]=1>>[F:1][C:2]1[CH:9]=[CH:8][C:5]([CH2:6][CH:27]2[N:20]3[C:21]4[C:17]([CH:18]5[CH2:31][NH:30][CH2:29][CH2:28][CH:19]53)=[CH:16][C:15]([NH2:14])=[CH:23][C:22]=4[CH2:24][S:25][CH2:26]2)=[C:4]([C:10]([F:13])([F:12])[F:11])[CH:3]=1. Procedure details: Using 4-fluoro-2-(trifluoromethyl)benzaldehyde and following the procedures described in EXAMPLE 126, tert-butyl (7bR,11aS)-6-amino-1,2,7b,10,11,11a-hexahydro-4H-pyrido[4,3-b][1,4]thiazepino[6,5,4-hi]indole-9(8H)Carboxylate from EXAMPLE 33, Part B was converted into the title compound of EXAMPLE 154. 1H NMR (CDCl3) δ: 9.30 (broad s, 1H), 9.15 (broad s, 1H), 7.60-7.52 (m, 1H), 7.38-7.25 (m, 1H), 7.13 (broad t, 1H, J=8.0 Hz), 6.30-6.15 (broad m, 2H), 4.45-4.25 (broad m, 2H), 4.17-3.98 (broad m, 2H...